This data is from the Open Reaction Database (ORD), a public repository of structured organic reaction records. The task is: describe an organic reaction: reactants, conditions, products, and yield Starting materials: CCC(=O)OC(=O)CC, O=c1ccn2c(n1)C(O)N=C(c1ccccc1Cl)c1cc(Cl)ccc1-2, O, c1ccncc1. The product is CCC(=O)O, O=c1ccn2c(n1)C(O)N=C(c1ccccc1Cl)c1cc(Cl)ccc1-2. Reaction SMILES: [C:26]([CH2:27][CH3:28])(=[O:29])[O:30][C:31](=[O:32])[CH2:33][CH3:34].[Cl:1][c:2]1[cH:3][cH:4][c:5]2[c:6]([cH:25]1)[C:7]([c:18]1[c:19]([Cl:24])[cH:20][cH:21][cH:22][cH:23]1)=[N:8][CH:9]([OH:17])[c:10]1[n:11]-2[cH:12][cH:13][c:14](=[O:16])[n:15]1.[OH2:35].[cH:36]1[cH:37][cH:38][n:39][cH:40][cH:41]1>>[C:26]([CH2:27][CH3:28])(=[O:29])[OH:30].[Cl:1][c:2]1[cH:3][cH:4][c:5]2[c:6]([cH:25]1)[C:7]([c:18]1[c:19]([Cl:24])[cH:20][cH:21][cH:22][cH:23]1)=[N:8][CH:9]([OH:17])[c:10]1[n:11]-2[cH:12][cH:13][c:14](=[O:16])[n:15]1. The reactants are BrCc1ccccc1CBr, CCOC(=O)CC(=O)OCC, [H-], [Na+], C1CCOC1. Yields the product CCOC(=O)C1(C(=O)OCC)Cc2ccccc2C1. As a reaction SMILES: [Br:14][CH2:15][c:16]1[c:17]([CH2:22][Br:23])[cH:18][cH:19][cH:20][cH:21]1.[C:1]([CH2:2][C:3](=[O:4])[O:5][CH2:6][CH3:7])(=[O:8])[O:9][CH2:10][CH3:11].[H-:12].[Na+:13].[O:24]1[CH2:25][CH2:26][CH2:27][CH2:28]1>>[C:1]([C:2]1([C:3](=[O:4])[O:5][CH2:6][CH3:7])[CH2:15][c:16]2[c:17]([cH:18][cH:19][cH:20][cH:21]2)[CH2:22]1)(=[O:8])[O:9][CH2:10][CH3:11]. The reactants are solution, BrC=1C=CC2=C(C=C(O2)CCN2[C@@H](CCC2)C)C1 ((2R)-1-[2-(5-bromo-1-benzofuran-2-yl)ethyl]-2-methylpyrrolidine), CC1=C(C=CC=C1)B(O)O ((2-methylphenyl)boronic acid), C(=O)([O-])[O-].[Na+].[Na+] (Na2CO3). The reagents and catalysts are C=1C=CC(=CC1)[P](C=2C=CC=CC2)(C=3C=CC=CC3)[Pd]([P](C=4C=CC=CC4)(C=5C=CC=CC5)C=6C=CC=CC6)([P](C=7C=CC=CC7)(C=8C=CC=CC8)C=9C=CC=CC9)[P](C=1C=CC=CC1)(C=1C=CC=CC1)C=1C=CC=CC1 (tetrakis(triphenylphosphine)palladium). Solvent: C1=CC=CC=C1 (benzene), C(C)O (ethanol), CO.CS(=O)C (MeOH DMSO). Run at temperature 75 celsius. Yields the product C[C@H]1N(CCC1)CCC=1OC2=C(C1)C=C(C=C2)C2=C(C=CC=C2)C ((2R)-2-methyl-1-{2-[5-(2-methylphenyl)-1-benzofuran-2-yl]ethyl}pyrrolidine). RXN SMILES: Br[C:2]1[CH:3]=[CH:4][C:5]2[O:9][C:8]([CH2:10][CH2:11][N:12]3[CH2:16][CH2:15][CH2:14][C@H:13]3[CH3:17])=[CH:7][C:6]=2[CH:18]=1.[CH3:19][C:20]1[CH:25]=[CH:24][CH:23]=[CH:22][C:21]=1B(O)O.C([O-])([O-])=O.[Na+].[Na+]>C1C=CC=CC=1.C(O)C.CO.CS(C)=O.C1C=CC([P]([Pd]([P](C2C=CC=CC=2)(C2C=CC=CC=2)C2C=CC=CC=2)([P](C2C=CC=CC=2)(C2C=CC=CC=2)C2C=CC=CC=2)[P](C2C=CC=CC=2)(C2C=CC=CC=2)C2C=CC=CC=2)(C2C=CC=CC=2)C2C=CC=CC=2)=CC=1>[CH3:17][C@@H:13]1[CH2:14][CH2:15][CH2:16][N:12]1[CH2:11][CH2:10][C:8]1[O:9][C:5]2[CH:4]=[CH:3][C:2]([C:21]3[CH:22]=[CH:23][CH:24]=[CH:25][C:20]=3[CH3:19])=[CH:18][C:6]=2[CH:7]=1 |f:2.3.4,7.8,^1:53,55,74,93|. Procedure: A portion (˜330 μL) of a solution of the product from Example 115A (650 mg, 2.1 mmol) and tetrakis(triphenylphosphine)palladium (125 mg, 0.11 mmol) in benzene (6.2 mL) was added to a mixture of (2-methylphenyl)boronic acid (˜24 mg, ˜0.18 mmol) in ethanol (150 μL). The mixture was treated with 2.0 M aqueous Na2CO3 (200 μL, 0.4 mmol), and the reaction vial was sealed, placed on a heater-stirrer apparatus, and heated at 75° C. for four days. The mixture was cooled to room temperature, diluted with ... Reactants: C(C)(C)(C)OC(=O)C1CN(C1)CC1=C(C=CC(=C1)N[C@H](CC)C1=CC(=C(C(=C1)C)Cl)C)Cl (1-{2-Chloro-5-[(R)-1-(4-chloro-3,5-dimethyl-phenyl)-propylamino]-benzyl}-azetidine-3-carboxylic acid tert-butyl ester), Cl (HCl), Cl (HCl). The solvent is C(Cl)Cl (CH2Cl2). Conditions: time 8 hour. Yields the product ClC1=C(CN2CC(C2)C(=O)O)C=C(C=C1)N[C@H](CC)C1=CC(=C(C(=C1)C)Cl)C (1-{2-Chloro-5-[(R)-1-(4-chloro-3,5-dimethyl-phenyl)-propylamino]-benzyl}-azetidine-3-carboxylic acid). As a reaction SMILES: C([O:5][C:6]([CH:8]1[CH2:11][N:10]([CH2:12][C:13]2[CH:18]=[C:17]([NH:19][C@@H:20]([C:23]3[CH:28]=[C:27]([CH3:29])[C:26]([Cl:30])=[C:25]([CH3:31])[CH:24]=3)[CH2:21][CH3:22])[CH:16]=[CH:15][C:14]=2[Cl:32])[CH2:9]1)=[O:7])(C)(C)C.Cl>C(Cl)Cl>[Cl:32][C:14]1[CH:15]=[CH:16][C:17]([NH:19][C@@H:20]([C:23]2[CH:28]=[C:27]([CH3:29])[C:26]([Cl:30])=[C:25]([CH3:31])[CH:24]=2)[CH2:21][CH3:22])=[CH:18][C:13]=1[CH2:12][N:10]1[CH2:9][CH:8]([C:6]([OH:7])=[O:5])[CH2:11]1. Procedure details: A solution of INT 58 (206 mg, 0.431 mmol) in CH2Cl2 (5 mL) was treated with HCl (4 M in dioxane, 0.43 mL, 1.726 mmol) and stirred at room temperature overnight. The mixture contained some starting material, so another portion of HCl (4 M in dioxane, 0.50 ml, 2.00 mmol) was added and stirring continued for 4 hours. Excess of HCl gas was removed by a stream of argon. The mixture was neutralized with 10% sodium bicarbonate solution then treated with 10% ammonium chloride solution and extracted firs...